Dataset: the Open Reaction Database (ORD), a public repository of structured organic reaction records. Task: describe an organic reaction: reactants, conditions, products, and yield The reactants are ClCC=1N=C(OC1C)C=1OC=CC1 (4-chloromethyl-2-(2-furyl)-5-methyl-1,3-oxazole), BrC=1C=C(C=O)C=CC1O (3-bromo-4-hydroxybenzaldehyde), C([O-])([O-])=O.[K+].[K+] (potassium carbonate), CN(C=O)C (N,N-dimethylformamide). Solvent: O (Water). Conditions: temperature 90 celsius, time 4 hour. Yields the product BrC=1C=C(C=O)C=CC1OCC=1N=C(OC1C)C=1OC=CC1 (3-bromo-4-{[2-(2-furyl)-5-methyl-1,3-oxazol-4-yl]methoxy}benzaldehyde). The yield is 67.4%. Reaction SMILES: Cl[CH2:2][C:3]1[N:4]=[C:5]([C:9]2[O:10][CH:11]=[CH:12][CH:13]=2)[O:6][C:7]=1[CH3:8].[Br:14][C:15]1[CH:16]=[C:17]([CH:20]=[CH:21][C:22]=1[OH:23])[CH:18]=[O:19].C(=O)([O-])[O-].[K+].[K+].CN(C)C=O>O>[Br:14][C:15]1[CH:16]=[C:17]([CH:20]=[CH:21][C:22]=1[O:23][CH2:2][C:3]1[N:4]=[C:5]([C:9]2[O:10][CH:11]=[CH:12][CH:13]=2)[O:6][C:7]=1[CH3:8])[CH:18]=[O:19] |f:2.3.4|. Procedure details: A mixture of 4-chloromethyl-2-(2-furyl)-5-methyl-1,3-oxazole (4.62 g), 3-bromo-4-hydroxybenzaldehyde (4.28 g), potassium carbonate (2.94 g) and N,N-dimethylformamide (50 mL) was stirred at 90° C. for 4 hrs. Water was poured into the reaction mixture, and the precipitated crystals were collected by filtration to give 3-bromo-4-{[2-(2-furyl)-5-methyl-1,3-oxazol-4-yl]methoxy}benzaldehyde as pale-brown crystals (5.20 g, yield 67%). Recrystallization from ethyl acetate-hexane gave colorless prism cry... The reactants are ClC1=CC=C(C=C1)C(CNCCO)(O)C1=CC=C(C=C1)I (1-(4-Chloro-phenyl)-2-(2-hydroxy-ethylamino)-1-(4-iodo-phenyl)-ethanol), ClC=1C=C(SC1)CC1(CNCCO1)C1=CC=C(C=C1)C=1C=NNC1 (2-(4-Chloro-thenyl)-2-[4-(1H-pyrazol-4-yl)-phenyl]-morpholine), CN (methylamine). Product: ClC1=CC=C(C=C1)C(CNC)(O)C1=CC=C(C=C1)C=1C=NNC1 (1-(4-Chloro-phenyl)-2-methylamino-1-[4-(1H-pyrazol-4-yl)-phenyl]-ethanol). RXN SMILES: [Cl:1][C:2]1[CH:7]=[CH:6][C:5]([C:8]([C:15]2[CH:20]=[CH:19][C:18](I)=[CH:17][CH:16]=2)([OH:14])[CH2:9][NH:10][CH2:11]CO)=[CH:4][CH:3]=1.ClC1C=C(CC2(C3C=CC([C:41]4[CH:42]=[N:43][NH:44][CH:45]=4)=CC=3)OCCNC2)SC=1.CN>>[Cl:1][C:2]1[CH:7]=[CH:6][C:5]([C:8]([C:15]2[CH:20]=[CH:19][C:18]([C:41]3[CH:42]=[N:43][NH:44][CH:45]=3)=[CH:17][CH:16]=2)([OH:14])[CH2:9][NH:10][CH3:11])=[CH:4][CH:3]=1. Procedure details: By following the procedure described in Example 79A, 79B and 79D but substituting ethanolamine for methylamine, the title compound was obtained. LCMS (PS-A3) Rt 5.28 min [M+H]+ 328, [M−H2O+H]+ 310. 1H NMR (Me-d3-OD) δ 2.38 (3H, s), 3.34 (2H, s), 7.28-7.31 (2H, m), 7.41-7.46 (4H, m), 7.51-7.54 (2H, m), 7.92 (2H, s). The reagents and catalysts are [Ti](Cl)(Cl)(Cl)Cl (titanium tetrachloride). Solvent: ClC(C)Cl (dichloroethane). Reactants: O.C1(=CC=CC=C1)C(=O)C=O (Phenylglyoxal monohydrate), COC1=CC=C(C=C1)OC (p-dimethoxybenzene). Yield: 79.2%. Procedure: Phenylglyoxal monohydrate (152 mg, 1 mM) and p-dimethoxybenzene (0.21 ml, 1.5 mM) were dissolved in dichloroethane (2 ml), titanium tetrachloride (0.33 ml, 3 mM) was added, and reacted at room temperature for 4 hours. Using the same procedure as in Example 1, 2',5'-dimethoxylbenzoin was obtained as an oil (219.4 mg, 79.2% yield). As a reaction SMILES: O.[C:2]1([C:8]([CH:10]=[O:11])=[O:9])[CH:7]=[CH:6][CH:5]=[CH:4][CH:3]=1.[CH3:12][O:13][C:14]1[CH:19]=[CH:18][C:17]([O:20][CH3:21])=[CH:16][CH:15]=1>ClC(Cl)C.[Ti](Cl)(Cl)(Cl)Cl>[O:13]([C:14]1[CH:19]=[CH:18][C:17]([O:20][CH3:21])=[CH:16][C:15]=1[CH:10]([OH:11])[C:8](=[O:9])[C:2]1[CH:7]=[CH:6][CH:5]=[CH:4][CH:3]=1)[CH3:12] |f:0.1|. Yields the product O(C)C1=C(C(C(C2=CC=CC=C2)=O)O)C=C(C=C1)OC (2',5'-dimethoxylbenzoin), oil. Reactants: CC=1C=C(C[C@H](NC(C(C2=CC=CC=C2)C2=CC=CC=C2)=O)C(=O)NC([C@@H](N)COCC=2OC(=CC2)C(=O)OC)=O)C=CC1 (N-[3-methyl-N-(2,2-diphenylacetyl)-L-phenylalanyl]-O-[[5-(methoxycarbonyl)-fur-2-yl]-methyl]-L-serinamide), C(C(=O)Cl)(=O)Cl (Oxalyl chloride), CN(C)C=O (DMF), CCOC(=O)C (EtOAc), N1=CC=CC=C1 (pyridine). Conditions: temperature 0 celsius, time 1.5 hour. The product is COC(=O)C1=CC=C(O1)COC[C@H](C#N)NC([C@@H](NC(C(C1=CC=CC=C1)C1=CC=CC=C1)=O)CC1=CC(=CC=C1)C)=O (N-[2-[(5-(methoxycarbonyl)-fur-2-yl)-methoxy]-1(S)-cyanoethyl]-3-methyl-Nα-(2,2-diphenylacetyl)-L-phenylalaninamide). Reaction SMILES: [C:1](Cl)(=[O:5])[C:2](Cl)=[O:3].[CH3:7]N(C=O)C.N1C=CC=[CH:14][CH:13]=1.[CH3:18][C:19]1[CH:20]=[C:21]([CH:59]=[CH:60][CH:61]=1)[CH2:22][C@@H:23]([C:40]([NH:42][C:43](=O)[C@H:44](COCC1OC(C(OC)=O)=CC=1)[NH2:45])=[O:41])[NH:24][C:25](=[O:39])[CH:26]([C:33]1[CH:38]=[CH:37][CH:36]=[CH:35][CH:34]=1)[C:27]1[CH:32]=[CH:31][CH:30]=[CH:29][CH:28]=1.C[CH2:63][O:64][C:65]([CH3:67])=[O:66]>>[CH3:63][O:64][C:65]([C:67]1[O:3][C:2]([CH2:1][O:5][CH2:7][C@@H:43]([NH:42][C:40](=[O:41])[C@H:23]([CH2:22][C:21]2[CH:59]=[CH:60][CH:61]=[C:19]([CH3:18])[CH:20]=2)[NH:24][C:25](=[O:39])[CH:26]([C:33]2[CH:34]=[CH:35][CH:36]=[CH:37][CH:38]=2)[C:27]2[CH:32]=[CH:31][CH:30]=[CH:29][CH:28]=2)[C:44]#[N:45])=[CH:14][CH:13]=1)=[O:66]. Reported procedure: Oxalyl chloride (0.046 mL, 0.36 mmol) is added dropwise to DMF (5 mL), and the resulting solution is cooled to 0° C. After the solution is clear, pyridine (0.032 mL, 0.40 mmol) is added, followed by N-[3-methyl-N-(2,2-diphenylacetyl)-L-phenylalanyl]-O-[[5-(methoxycarbonyl)-fur-2-yl]-methyl]-L-serinamide (0.20 g, 0.33 mmol), in one portion. The yellow reaction solution is stirred at 0° C. for 1.5 hours, after which time it is diluted with EtOAc (50 mL), and washed with saturated NaHCO3 (1×50 mL),...